Dataset: the Open Reaction Database (ORD), a public repository of structured organic reaction records. Task: describe an organic reaction: reactants, conditions, products, and yield The reactants are CC1=CC=C(C=C1)S(=O)(=O)OC1CC(CCC1)(C)C (3,3-dimethylcyclohexyl 4-methylbenzenesulfonate), ClC1=CC=C(C=N1)O (6-chloro-pyridin-3-ol), [OH-].[K+] (potassium hydroxide). Solvent: CN(C)C=O (DMF). Reaction conditions: temperature 60 celsius, time 8 hour. Yields the product ClC1=CC=C(C=N1)OC1CC(CCC1)(C)C (6-Chloro-3-(3,3-dimethylcyclohexyloxy)-pyridine). Isolated yield 78.7%. As a reaction SMILES: CC1C=CC(S([O:11][CH:12]2[CH2:17][CH2:16][CH2:15][C:14]([CH3:19])([CH3:18])[CH2:13]2)(=O)=O)=CC=1.[Cl:20][C:21]1[N:26]=[CH:25][C:24](O)=[CH:23][CH:22]=1.[OH-].[K+]>CN(C=O)C>[Cl:20][C:21]1[N:26]=[CH:25][C:24]([O:11][CH:12]2[CH2:17][CH2:16][CH2:15][C:14]([CH3:18])([CH3:19])[CH2:13]2)=[CH:23][CH:22]=1 |f:2.3|. Reported procedure: Under a nitrogen atmosphere, add 3,3-dimethylcyclohexyl 4-methylbenzenesulfonate (1.2 g, 4.25 mmol), 6-chloro-pyridin-3-ol (0.5 g, 3.86 mmol) and potassium hydroxide (238 mg, 4.25 mmol) to DMF (10 mL). Heat the mixture to 60° C. and stir overnight. Add water (20 mL) and diethyl ether (20 mL) and separate the layers. Extract the aqueous layer with diethyl ether (3×20 mL). Wash the combined organic extracts with brine (20 mL), dry over Na2SO4, filter, and concentrate in vacuo. Purify by chromatogr...